Task: describe an organic reaction: reactants, conditions, products, and yield. Dataset: the Open Reaction Database (ORD), a public repository of structured organic reaction records Reactants: CC1=C(N=CN1C(C1=CC=CC=C1)(C1=CC=CC=C1)C1=CC=CC=C1)CN1C(C2=C(NC=3C=CC=CC23)CC1)=O (2,3,4,5-tetrahydro-2-[[5-methyl-1-(triphenylmethyl)-1H-imidazol-4-yl]methyl]-1H-pyrido[4,3-b]indol-1-one), C([O-])([O-])=O.[K+].[K+] (potassium carbonate), CC(=O)C (acetone), C(C#C)Br (propargyl bromide). Yields the product C(\C=C/C(=O)O)(=O)O.CC1=C(N=CN1)CN1C(C2=C(N(C=3C=CC=CC23)CC#C)CC1)=O (2,3,4,5-Tetrahydro-2-[(5-methyl-1H-imidazol-4-yl)methyl]-5-(2-propynyl)-1H-pyrido[4,3-b]indol-1-one maleate). Reaction SMILES: [CH3:1][C:2]1[N:6](C(C2C=CC=CC=2)(C2C=CC=CC=2)C2C=CC=CC=2)[CH:5]=[N:4][C:3]=1[CH2:26][N:27]1[CH2:39][CH2:38][C:30]2[NH:31][C:32]3[CH:33]=[CH:34][CH:35]=[CH:36][C:37]=3[C:29]=2[C:28]1=[O:40].[C:41](=[O:44])([O-:43])[O-].[K+].[K+].[CH2:47](Br)[C:48]#[CH:49].CC(C)=[O:53]>>[C:28]([OH:40])(=[O:53])/[CH:29]=[CH:37]\[C:41]([OH:43])=[O:44].[CH3:1][C:2]1[NH:6][CH:5]=[N:4][C:3]=1[CH2:26][N:27]1[CH2:39][CH2:38][C:30]2[N:31]([CH2:49][C:48]#[CH:47])[C:32]3[CH:33]=[CH:34][CH:35]=[CH:36][C:37]=3[C:29]=2[C:28]1=[O:40] |f:1.2.3,6.7|. Procedure: A suspension of 2,3,4,5-tetrahydro-2-[[5-methyl-1-(triphenylmethyl)-1H-imidazol-4-yl]methyl]-1H-pyrido[4,3-b]indol-1-one (522 mg) and potassium carbonate (276 mg) in dry acetone (75 ml) was treated with propargyl bromide (1M solution in acetone; 2 ml) and the mixture was heated at reflux overnight. After cooling, excess acetone was removed in vacuo to give an oil which was partitioned between water (100 ml) and ethyl acetate (100 ml). The aqueous phase was washed with ethyl acetate (50 ml) and t...